This data is from the Open Reaction Database (ORD), a public repository of structured organic reaction records. The task is: describe an organic reaction: reactants, conditions, products, and yield The reactants are OC=1C=CC(=C(C(=O)NCC2=NC=CC=C2)C1)OCC(F)(F)F (5-hydroxy-N-(2-pyridylmethyl)-2-(2,2,2- trifluoroethoxy)benzamide), BrCC(=O)OCC (ethyl bromoacetate). Product: C(C)OC(=O)COC=1C=CC(=C(C(=O)NCC2=NC=CC=C2)C1)OCC(F)(F)F (5-(ethoxycarbonylmethoxy)-N-(2-pyridylmethyl)-2-(2,2,2- trifluoroethoxy)benzamide). RXN SMILES: [OH:1][C:2]1[CH:3]=[CH:4][C:5]([O:18][CH2:19][C:20]([F:23])([F:22])[F:21])=[C:6]([CH:17]=1)[C:7]([NH:9][CH2:10][C:11]1[CH:16]=[CH:15][CH:14]=[CH:13][N:12]=1)=[O:8].Br[CH2:25][C:26]([O:28][CH2:29][CH3:30])=[O:27]>>[CH2:29]([O:28][C:26]([CH2:25][O:1][C:2]1[CH:3]=[CH:4][C:5]([O:18][CH2:19][C:20]([F:23])([F:21])[F:22])=[C:6]([CH:17]=1)[C:7]([NH:9][CH2:10][C:11]1[CH:16]=[CH:15][CH:14]=[CH:13][N:12]=1)=[O:8])=[O:27])[CH3:30]. Reported procedure: Using the general method of Example I Part A, 10.4 g (0.032 mole) of 5-hydroxy-N-(2-pyridylmethyl)-2-(2,2,2- trifluoroethoxy)benzamide was reacted with 7.45 g (0.045 mole) of ethyl bromoacetate to give 5.0 g of ivory powdery 5-(ethoxycarbonylmethoxy)-N-(2-pyridylmethyl)-2-(2,2,2- trifluoroethoxy)benzamide, m.p. 73°-76° C. Starting materials: CCOc1c(OCC)c(=O)c1=O, CCO, CCN(OC)S(=O)(=O)c1c(Cl)ccc(N)c1O. The product is CCOc1c(Nc2ccc(Cl)c(S(=O)(=O)N(CC)OC)c2O)c(=O)c1=O. Reaction SMILES: [CH2:1]([O:2][c:4]1[c:5](=[O:12])[c:6](=[O:11])[c:7]1[O:8][CH2:9][CH3:10])[CH3:3].[CH3:30][CH2:31][OH:32].[NH2:13][c:14]1[c:15]([OH:29])[c:16]([S:21](=[O:22])(=[O:23])[N:24]([CH2:25][CH3:26])[O:27][CH3:28])[c:17]([Cl:20])[cH:18][cH:19]1>>[c:4]1([NH:13][c:14]2[c:15]([OH:29])[c:16]([S:21](=[O:22])(=[O:23])[N:24]([CH2:25][CH3:26])[O:27][CH3:28])[c:17]([Cl:20])[cH:18][cH:19]2)[c:5](=[O:12])[c:6](=[O:11])[c:7]1[O:8][CH2:9][CH3:10]. The reactants are CC(C)=O, CC(C)O, Nc1ccc(F)c(Cl)c1, Clc1ncnc2ccc(-n3cncn3)cc12. Product: Cl, Fc1ccc(Nc2ncnc3ccc(-n4cncn4)cc23)cc1Cl. RXN SMILES: [CH3:30][C:31](=[O:32])[CH3:33].[CH:26]([OH:27])([CH3:28])[CH3:29].[Cl:17][c:18]1[cH:19][c:20]([NH2:21])[cH:22][cH:23][c:24]1[F:25].[Cl:1][c:2]1[n:3][cH:4][n:5][c:6]2[cH:7][cH:8][c:9](-[n:12]3[n:13][cH:14][n:15][cH:16]3)[cH:10][c:11]12>>[ClH:1].[c:2]1([NH:21][c:20]2[cH:19][c:18]([Cl:17])[c:24]([F:25])[cH:23][cH:22]2)[n:3][cH:4][n:5][c:6]2[cH:7][cH:8][c:9](-[n:12]3[n:13][cH:14][n:15][cH:16]3)[cH:10][c:11]12. RXN SMILES: [Cl:1][CH2:2][C:3](=[O:4])[N:5]([OH:6])[CH2:7][C:8]#[C:9][c:10]1[n:11][nH:12][cH:13][cH:14]1.[O:15]=[CH:16][N:17]([CH3:18])[CH3:19]>>[CH2:2]([C:3](=[O:4])[N:5]([OH:6])[CH2:7][C:8]#[C:9][c:10]1[n:11][nH:12][cH:13][cH:14]1)[NH2:17]. Starting materials: O=C(CCl)N(O)CC#Cc1cc[nH]n1, CN(C)C=O. The product is NCC(=O)N(O)CC#Cc1cc[nH]n1. The reactants are C=CCCCCCC(NC(=O)OC(C)(C)C)C(=O)N1CC(Oc2nccc3cc(OC)c(Br)cc23)CC1C(=O)OCC, C1CCOC1, CCO, [K+], [Li+], [OH-], O=S(=O)([O-])O. Yields the product C=CCCCCCC(NC(=O)OC(C)(C)C)C(=O)N1CC(Oc2nccc3cc(OC)c(Br)cc23)CC1C(=O)O. As a reaction SMILES: [Br:1][c:2]1[c:3]([O:41][CH3:42])[cH:4][c:5]2[cH:6][cH:7][n:8][c:9]([O:12][CH:13]3[CH2:14][CH:15]([C:36](=[O:37])[O:38][CH2:39][CH3:40])[N:16]([C:18]([CH:19]([CH2:20][CH2:21][CH2:22][CH2:23][CH2:24][CH:25]=[CH2:26])[NH:27][C:28](=[O:29])[O:30][C:31]([CH3:32])([CH3:33])[CH3:34])=[O:35])[CH2:17]3)[c:10]2[cH:11]1.[CH2:43]1[O:44][CH2:45][CH2:46][CH2:47]1.[CH3:48][CH2:49][OH:50].[K+:58].[Li+:52].[OH-:51].[S:53](=[O:54])(=[O:55])([OH:56])[O-:57]>>[Br:1][c:2]1[c:3]([O:41][CH3:42])[cH:4][c:5]2[cH:6][cH:7][n:8][c:9]([O:12][CH:13]3[CH2:14][CH:15]([C:36](=[O:37])[OH:38])[N:16]([C:18]([CH:19]([CH2:20][CH2:21][CH2:22][CH2:23][CH2:24][CH:25]=[CH2:26])[NH:27][C:28](=[O:29])[O:30][C:31]([CH3:32])([CH3:33])[CH3:34])=[O:35])[CH2:17]3)[c:10]2[cH:11]1. Procedure: 2-(3-(m-Chlorobenzoyl)-2-ethyl-8-(2-oxobutyloxy)-indolizin-1-yl)acetamide 18d Mp, 191-192° C. (AcOEt-benzene). 68.4% Yield. The reactants are ClC=1C=C(C(=O)C2=C(C(=C3C(=CC=CN23)OCC(CC)=O)CC(=O)N)CC)C=CC1 (2-(3-(m-Chlorobenzoyl)-2-ethyl-8-(2-oxobutyloxy)-indolizin-1-yl)acetamide), CCOC(=O)C.C1=CC=CC=C1 (AcOEt benzene). RXN SMILES: [Cl:1][C:2]1[CH:3]=[C:4]([CH:28]=[CH:29][CH:30]=1)[C:5]([C:7]1[N:15]2[C:10]([C:11]([O:16][CH2:17][C:18](=O)[CH2:19][CH3:20])=[CH:12][CH:13]=[CH:14]2)=[C:9]([CH2:22][C:23]([NH2:25])=[O:24])[C:8]=1[CH2:26][CH3:27])=[O:6].CCOC(C)=O.[CH:37]1[CH:42]=CC=C[CH:38]=1>>[CH2:17]([O:16][C:11]1[C:10]2[N:15]([C:7]([C:5](=[O:6])[C:4]3[CH:28]=[CH:29][CH:30]=[C:2]([Cl:1])[CH:3]=3)=[C:8]([CH2:26][CH3:27])[C:9]=2[CH2:22][C:23]([NH2:25])=[O:24])[CH:14]=[CH:13][CH:12]=1)[C:18]1[CH:19]=[CH:20][CH:42]=[CH:37][CH:38]=1 |f:1.2|. The product is C(C1=CC=CC=C1)OC1=CC=CN2C(=C(C(=C12)CC(=O)N)CC)C(C1=CC(=CC=C1)Cl)=O (2-(8-Benzyloxy-3-(m-chlorobenzoyl)-2-ethyl-indolizin-1-yl)acetamide). Reactants: ClC=1C=CC(=C(C(=O)OC)C1)O (methyl 5-chloro-2-hydroxybenzoate), CC1=CC=C(C=C1)S(=O)(=O)OCCCl (2-chloroethyl 4-methylbenzenesulfonate), C(=O)([O-])[O-].[Cs+].[Cs+] (Cs2CO3), O (water). The solvent is CN(C)C=O (DMF). Run at temperature 65 celsius, time 8 hour. Product: ClC=1C=CC(=C(C(=O)OC)C1)OCCCl (methyl 5-chloro-2-(2-chloroethoxy)benzoate). Isolated yield 105.3%. Reaction SMILES: [Cl:1][C:2]1[CH:3]=[CH:4][C:5]([OH:12])=[C:6]([CH:11]=1)[C:7]([O:9][CH3:10])=[O:8].CC1C=CC(S(O[CH2:24][CH2:25][Cl:26])(=O)=O)=CC=1.C([O-])([O-])=O.[Cs+].[Cs+].O>CN(C=O)C>[Cl:1][C:2]1[CH:3]=[CH:4][C:5]([O:12][CH2:24][CH2:25][Cl:26])=[C:6]([CH:11]=1)[C:7]([O:9][CH3:10])=[O:8] |f:2.3.4|. Procedure: To a solution of methyl 5-chloro-2-hydroxybenzoate (54.06 g, 0.29 mol) in 300 mL of anhydrous DMF was added 2-chloroethyl 4-methylbenzenesulfonate (81.6 g, 0.35 mol) and Cs2CO3 (142 g, 0.44 mol). The mixture was stirred at 60-70° C. overnight, then water was added. A white solid precipitated from the solution, which was collected by filtration and coevaporated with toluene to afford 76.1 g (88%) of methyl 5-chloro-2-(2-chloroethoxy)benzoate. 1H NMR (400 MHz, CDCl3) δ: 7.76 (d, 1H), 7.40 (dd, 1H)... The reactants are ClC=1C(=C(C2=C(N=C(O2)S)C1)C)C (5-Chloro-6,7-dimethyl-2-mercaptobenzoxazole), CN1CCNCC1 (N-methylpiperazine). Solvent: C(Cl)(Cl)Cl (chloroform). The product is ClC=1C(=C(C2=C(N=C(O2)N2CCN(CC2)C)C1)C)C (5-chloro-6,7-dimethyl-2-(4-methyl-1-piperazinyl)benzoxazole). RXN SMILES: [Cl:1][C:2]1[C:3]([CH3:13])=[C:4]([CH3:12])[C:5]2[O:9][C:8](S)=[N:7][C:6]=2[CH:11]=1.[CH3:14][N:15]1[CH2:20][CH2:19][NH:18][CH2:17][CH2:16]1>C(Cl)(Cl)Cl>[Cl:1][C:2]1[C:3]([CH3:13])=[C:4]([CH3:12])[C:5]2[O:9][C:8]([N:18]3[CH2:19][CH2:20][N:15]([CH3:14])[CH2:16][CH2:17]3)=[N:7][C:6]=2[CH:11]=1. Procedure: 5-Chloro-6,7-dimethyl-2-mercaptobenzoxazole (200 mg) was dissolved in chloroform (20 ml), N-methylpiperazine (1.54 ml) was added dropwise to the solution and then the mixture was stirred with heating for 29 hours. After evaporation of the solvent, the thus obtained mixture was purified by a silica gel column chromatography (methylene chloride:methanol=20:1) to obtain the title compound 5-chloro-6,7-dimethyl-2-(4-methyl-1-piperazinyl)benzoxazole (260 mg). Starting materials: Cl.BrC1=C(COC2=C(N)C=CC=C2)C=CC(=C1)Cl (2-(2-Bromo-4-chlorobenzyloxy)aniline hydrochloride), CN1CCOCC1 (N-methylmorpholine), ClC(=O)OCC (Ethyl chloroformate), CN1CCOCC1 (N-methylmorpholine), CN(C1=CC=C(C=C1)CC(=O)N1[C@@H](C(=O)O)CCC1)C (N-[(4-dimethylaminophenyl)acetyl]-D-proline). Solvent: O (Water), C1(=CC=CC=C1)C (Toluene). Reaction conditions: time 2 hour. Yields the product BrC1=C(COC2=C(C=CC=C2)NC(=O)[C@@H]2N(CCC2)C(CC2=CC=C(C=C2)N(C)C)=O)C=CC(=C1)Cl ((R)-1-[(4-dimethylaminophenyl)acetyl]pyrrolidine-2-carboxylic acid [2-(2-bromo -4-chlorobenzyloxy)phenyl]amide), solid. Yield: 92.0%. As a reaction SMILES: CN1CCOCC1.[CH3:8][N:9]([CH3:27])[C:10]1[CH:15]=[CH:14][C:13]([CH2:16][C:17]([N:19]2[CH2:26][CH2:25][CH2:24][C@@H:20]2[C:21]([OH:23])=O)=[O:18])=[CH:12][CH:11]=1.ClC(OCC)=O.Cl.[Br:35][C:36]1[CH:50]=[C:49]([Cl:51])[CH:48]=[CH:47][C:37]=1[CH2:38][O:39][C:40]1[CH:46]=[CH:45][CH:44]=[CH:43][C:41]=1[NH2:42]>O.C1(C)C=CC=CC=1>[Br:35][C:36]1[CH:50]=[C:49]([Cl:51])[CH:48]=[CH:47][C:37]=1[CH2:38][O:39][C:40]1[CH:46]=[CH:45][CH:44]=[CH:43][C:41]=1[NH:42][C:21]([C@H:20]1[CH2:24][CH2:25][CH2:26][N:19]1[C:17](=[O:18])[CH2:16][C:13]1[CH:12]=[CH:11][C:10]([N:9]([CH3:8])[CH3:27])=[CH:15][CH:14]=1)=[O:23] |f:3.4|. Reported procedure: Toluene (111 ml) and N-methylmorpholine (3.85 ml, 35.0 mmol) were added to N-[(4-dimethylaminophenyl)acetyl]-D-proline (8.56 g, 31.0 mmol). Ethyl chloroformate (3.26 ml, 34.1 mmol) was added to the obtained mixture, and they were stirred for 2 hours. 2-(2-Bromo-4-chlorobenzyloxy)aniline hydrochloride (10.8 g, 31.0 mmol) and N-methylmorpholine (4.09 ml, 37.2 mmol) were added thereto and they were stirred at room temperature overnight. Water (40 ml) was added to the reaction mixture. The organic l... The reactants are C=O, CC(C)Oc1ccc(-c2nc(-c3cccc4c3CCNC4)no2)cc1C#N, ClCCl. Yields the product CC(C)Oc1ccc(-c2nc(-c3cccc4c3CCN(C)C4)no2)cc1C#N. RXN SMILES: [CH2:28]=[O:29].[CH3:1][CH:2]([CH3:3])[O:4][c:5]1[c:6]([C:7]#[N:8])[cH:9][c:10](-[c:13]2[n:14][c:15](-[c:18]3[c:19]4[c:24]([cH:25][cH:26][cH:27]3)[CH2:23][NH:22][CH2:21][CH2:20]4)[n:16][o:17]2)[cH:11][cH:12]1.[Cl:30][CH2:31][Cl:32]>>[CH3:1][CH:2]([CH3:3])[O:4][c:5]1[c:6]([C:7]#[N:8])[cH:9][c:10](-[c:13]2[n:14][c:15](-[c:18]3[c:19]4[c:24]([cH:25][cH:26][cH:27]3)[CH2:23][N:22]([CH3:28])[CH2:21][CH2:20]4)[n:16][o:17]2)[cH:11][cH:12]1.